This data is from the Open Reaction Database (ORD), a public repository of structured organic reaction records. The task is: describe an organic reaction: reactants, conditions, products, and yield The reactants are C(C)(C)(C)OC(NCCC(=O)C1C(OC(OC1=O)(C)C)=O)=O (tert-butyl[3-(2,2-dimethyl-4,6-dioxo-1,3-dioxan-5-yl)-3-oxopropyl]carbamate). Run in CCOC(=O)C (EtOAc). The product is O=C1N(CCC(C1)=O)C(=O)OC(C)(C)C (tert-Butyl 2,4-dioxopiperidine-1-carboxylate). As a reaction SMILES: [C:1]([O:5][C:6](=[O:22])[NH:7][CH2:8][CH2:9][C:10]([CH:12]1C(=O)OC(C)(C)[O:14][C:13]1=O)=[O:11])([CH3:4])([CH3:3])[CH3:2]>CCOC(C)=O>[O:14]=[C:13]1[CH2:12][C:10](=[O:11])[CH2:9][CH2:8][N:7]1[C:6]([O:5][C:1]([CH3:4])([CH3:3])[CH3:2])=[O:22]. Procedure: A solution of tert-butyl[3-(2,2-dimethyl-4,6-dioxo-1,3-dioxan-5-yl)-3-oxopropyl]carbamate (8.3 g, 26.3 mmol) in EtOAc (130 mL) was heated at reflux for 4 h. The solution was concentrated to afford the title compound which was used without further purification. LRMS (ESI) m/z 214.2 [(M+H)+; calcd for C10H15NO4: 214]. The reactants are FC1=C(C=C(C=C1)C12N=C(SCC1COC2)N)C=2C=NC=NC2 (racemic (4aSR,7aSR)-7a-(4-fluoro-3-(pyrimidin-5-yl)phenyl)-4a,5,7,7a-tetrahydro-4H-furo[3,4-d][1,3]thiazin-2-amine), FC1=C(C=C(C=C1)C=1C=NC=NC1)C12N=C(SCC1COC2)N (racemic (4aSR,7aSR)-7a-(2-fluoro-5-(pyrimidin-5-yl)phenyl)-4a,5,7,7a-tetrahydro-4H-furo[3,4-d][1,3]thiazin-2-amine). Yields the product CN(CC)C (dimethylethylamine), FC1=C(C=C(C=C1)[C@@]12N=C(SC[C@@H]1COC2)N)C=2C=NC=NC2 ((4aS,7aS)-7a-(4-fluoro-3-(pyrimidin-5-yl)phenyl)-4a,5,7,7a-tetrahydro-4H-furo[3,4-d][1,3]thiazin-2-amine). Isolated yield 14.0%. As a reaction SMILES: [F:1][C:2]1[CH:7]=[CH:6][C:5]([C:8]23[CH2:16][O:15][CH2:14][CH:13]2[CH2:12][S:11][C:10]([NH2:17])=[N:9]3)=[CH:4][C:3]=1[C:18]1[CH:19]=[N:20][CH:21]=[N:22][CH:23]=1.F[C:25]1C=CC(C2C=NC=NC=2)=CC=1C12COCC1CSC(N)=N2>>[CH3:25][N:20]([CH3:21])[CH2:19][CH3:18].[F:1][C:2]1[CH:7]=[CH:6][C:5]([C@:8]23[CH2:16][O:15][CH2:14][C@H:13]2[CH2:12][S:11][C:10]([NH2:17])=[N:9]3)=[CH:4][C:3]=1[C:18]1[CH:19]=[N:20][CH:21]=[N:22][CH:23]=1. Reported procedure: The mixture of racemic (4aSR,7aSR)-7a-(4-fluoro-3-(pyrimidin-5-yl)phenyl)-4a,5,7,7a-tetrahydro-4H-furo[3,4-d][1,3]thiazin-2-amine and racemic (4aSR,7aSR)-7a-(2-fluoro-5-(pyrimidin-5-yl)phenyl)-4a,5,7,7a-tetrahydro-4H-furo[3,4-d][1,3]thiazin-2-amine (0.231 g, 0.697 mmol) are separated using a Chiralpak AD-H 3×25 cm column eluting with 3/2 EtOH:acetonitrile with 0.2% dimethylethylamine at a flow rate of 30 mL/min., 225 nM to give (4aS,7aS)-7a-(4-fluoro-3-(pyrimidin-5-yl)phenyl)-4a,5,7,7a-tetrahydr... Reactants: COC1=NC(=CC=C1CN)C(F)(F)F ([2-methoxy-6-(trifluoromethyl)-3-pyridyl]methanamine), C1=CN(C=N1)C(=O)N2C=CN=C2 (CDI), NC1=CC=CC2=C1OCC(N2)=O (8-amino-2H-benzo[b][1,4]oxazin-3(4H)-one). Solvent: CN(C)C=O (DMF), C1CCOC1 (THF). Run at temperature 70 celsius. Product: COC1=NC(=CC=C1CNC(=O)NC1=CC=CC=2NC(COC21)=O)C(F)(F)F (1-[[2-methoxy-6-(trifluoromethyl)-3-pyridyl]methyl]-3-(3-oxo-4H-1,4-benzoxazin-8-yl)urea). Yield: 14.0%. Reaction SMILES: [CH3:1][O:2][C:3]1[C:8]([CH2:9][NH2:10])=[CH:7][CH:6]=[C:5]([C:11]([F:14])([F:13])[F:12])[N:4]=1.C1N=CN([C:20](N2C=NC=C2)=[O:21])C=1.[NH2:27][C:28]1[C:33]2[O:34][CH2:35][C:36](=[O:38])[NH:37][C:32]=2[CH:31]=[CH:30][CH:29]=1>C1COCC1.CN(C=O)C>[CH3:1][O:2][C:3]1[C:8]([CH2:9][NH:10][C:20]([NH:27][C:28]2[C:33]3[O:34][CH2:35][C:36](=[O:38])[NH:37][C:32]=3[CH:31]=[CH:30][CH:29]=2)=[O:21])=[CH:7][CH:6]=[C:5]([C:11]([F:14])([F:12])[F:13])[N:4]=1. Procedure: To a solution of 29c (0.38 g, 1.84 mmol) in THF (15 mL) was added CDI (2.1 mol eq, 0.63 g) and the mixture was heated at 70° C. overnight. The reaction mixture was evaporated, water was added and the aqueous phase was extracted with EtOAc (3×25 mL). The recombined organic phases were anhydrified over Na2SO4 and evaporated at reduced pressure (yellow oil, 0.62 g, quantitative yield). The oil obtained was dissolved in DMF (20 mL) and the bicyclic amine 1f was added (0.8 mol eq, 0.21 g), then the m... Reactants: C#C[Si](C)(C)C, C1CCNC1, Cn1ccc2cc(I)ccc21. Product: Cn1ccc2cc(C#C[Si](C)(C)C)ccc21. Reaction SMILES: [C:12](#[CH:13])[Si:14]([CH3:15])([CH3:16])[CH3:17].[CH2:18]1[CH2:19][NH:20][CH2:21][CH2:22]1.[I:1][c:2]1[cH:3][c:4]2[cH:5][cH:6][n:7]([CH3:11])[c:8]2[cH:9][cH:10]1>>[c:2]1([C:13]#[C:12][Si:14]([CH3:15])([CH3:16])[CH3:17])[cH:3][c:4]2[cH:5][cH:6][n:7]([CH3:11])[c:8]2[cH:9][cH:10]1. Reactants: C(CCC)O (n-butanol), O1C(CCC1)C(=O)N1CCNCC1 (N-(2-tetrahydrofuroyl)piperazine), NC1=NC(=NC2=CC(=C(C=C12)OC)OC)Cl (4-amino-2-chloro-6,7-dimethoxyquinazoline). The solvent is O (water). Product: COC=1C=C2C(=CC1OC)N=C(N=C2N)N3CCN(CC3)C(=O)C4CCCO4 (Terazosin). Isolated yield 111.7%. Reaction SMILES: C(O)CCC.[O:6]1[CH2:10][CH2:9][CH2:8][CH:7]1[C:11]([N:13]1[CH2:18][CH2:17][NH:16][CH2:15][CH2:14]1)=[O:12].[NH2:19][C:20]1[C:29]2[C:24](=[CH:25][C:26]([O:32][CH3:33])=[C:27]([O:30][CH3:31])[CH:28]=2)[N:23]=[C:22](Cl)[N:21]=1>O>[CH3:31][O:30][C:27]1[CH:28]=[C:29]2[C:20]([NH2:19])=[N:21][C:22]([N:16]3[CH2:15][CH2:14][N:13]([C:11]([CH:7]4[O:6][CH2:10][CH2:9][CH2:8]4)=[O:12])[CH2:18][CH2:17]3)=[N:23][C:24]2=[CH:25][C:26]=1[O:32][CH3:33]. Procedure details: To a solution of n-butanol (316 ml), water (24 ml) and N-(2-tetrahydrofuroyl)piperazine (20 g) were added, while stirring, 4-amino-2-chloro-6,7-dimethoxyquinazoline (22.2 g). The reaction mixture was heated to reflux and the reflux was maintained for about 9 hours. Then the reaction mixture was cooled to room temperature and stirred at this temperature for about 10-12 hours. The crystals were collected by filtration, washed with n-BuOH and dried in vacuo at 40-50° C. to yield 40.1 g (94%) of Ter...